From a dataset of the Open Reaction Database (ORD), a public repository of structured organic reaction records. describe an organic reaction: reactants, conditions, products, and yield Starting materials: ClC=1C=C(C=CC1)S(=O)(=O)NCC=1SC(=CC1)C1=CC(=CC=C1)S(=O)(=O)C (3-chloro-N-[5-(3-methanesulfonyl-phenyl)-thiophen-2-ylmethyl]-benzenesulfonamide), [H-].[Na+] (sodium hydride), BrCC(C)C (1-bromo-2-methylpropane). Solvent: CN(C(C)=O)C (N,N-dimethylacetamide). The product is ClC=1C=C(C=CC1)S(=O)(=O)N(CC=1SC(=CC1)C1=CC(=CC=C1)S(=O)(=O)C)CC(C)C (3-chloro-N-isobutyl-N-[5-(3-methanesulfonyl-phenyl)-thiophen-2-ylmethyl]-benzenesulfonamide). As a reaction SMILES: [Cl:1][C:2]1[CH:3]=[C:4]([S:8]([NH:11][CH2:12][C:13]2[S:14][C:15]([C:18]3[CH:23]=[CH:22][CH:21]=[C:20]([S:24]([CH3:27])(=[O:26])=[O:25])[CH:19]=3)=[CH:16][CH:17]=2)(=[O:10])=[O:9])[CH:5]=[CH:6][CH:7]=1.[H-].[Na+].Br[CH2:31][CH:32]([CH3:34])[CH3:33]>CN(C)C(=O)C>[Cl:1][C:2]1[CH:3]=[C:4]([S:8]([N:11]([CH2:31][CH:32]([CH3:34])[CH3:33])[CH2:12][C:13]2[S:14][C:15]([C:18]3[CH:23]=[CH:22][CH:21]=[C:20]([S:24]([CH3:27])(=[O:26])=[O:25])[CH:19]=3)=[CH:16][CH:17]=2)(=[O:9])=[O:10])[CH:5]=[CH:6][CH:7]=1 |f:1.2|. Procedure details: In analogy to example 1, step 2, 3-chloro-N-[5-(3-methanesulfonyl-phenyl)-thiophen-2-ylmethyl]-benzenesulfonamide (example 7, step 2) was reacted with sodium hydride in N,N-dimethylacetamide at 0° C. followed by reaction with 1-bromo-2-methylpropane at r.t. overnight to give 3-chloro-N-isobutyl-N-[5-(3-methanesulfonyl-phenyl)-thiophen-2-ylmethyl]-benzenesulfonamide as a colorless solid. MS: 515.3 ([M+NH4]+) Reaction SMILES: [H-].C[C@H]1C[C@]23[C@@H]4CCCN2CCC[C@@H]3C(=O)C[C@@H]4C1.[N:20]1[CH:25]=[CH:24][CH:23]=[C:22]([CH:26]=[CH:27][CH2:28][C:29]([O:31]CC)=[O:30])[CH:21]=1>>[N:20]1[CH:25]=[CH:24][CH:23]=[C:22]([CH:26]=[CH:27][CH2:28][C:29]([OH:31])=[O:30])[CH:21]=1. Reactants: [H-] (hydride), N1=CC(=CC=C1)C=CCC(=O)OCC (ethyl 4-pyridin-3-yl-3-butenoate), 1,4-dihydropyridines, C[C@@H]1C[C@H]2CC(=O)[C@H]3CCCN4[C@]3(C1)[C@@H]2CCC4 (Lycopodine). Product: N1=CC(=CC=C1)C=CCC(=O)O (4-pyridin-3-yl-but-3-enoic acid). Reported procedure: The target compound 4-pyridin-3-yl-but-3-enoic acid (Compound 2035) was prepared by two steps starting from the commercial available 3-Pyridinecarboxaldehyde. Reaction of this aldehyde with ethyl acrylate and triphenylphosphine in a sealed tube for 4 hr at 140° C. gave ethyl 4-pyridin-3-yl-3-butenoate in a 55% yield. Kirby, Anthony J.; Walwyn, David R. Effective molarities for intramolecular hydride transfer. Reduction by 1,4-dihydropyridines of the neighboring α-ketoester group. Gazzetta Chimic... Reactants: NC=1C=CC2=C(NC(CCC2(C)C)=O)C1 (8-Amino-5,5-dimethyl-1,3,4,5-tetrahydro-benzo[b]azepin-2-one), ClC1=NC=C(C(=N1)NC1=C(C(=O)NC)C=CC=C1F)Cl (2-(2,5-Dichloro-pyrimidin-4-ylamino)-3-fluoro-N-methyl-benzamide). Product: ClC=1C(=NC(=NC1)NC=1C=CC2=C(NC(CCC2(C)C)=O)C1)NC1=C(C(=O)NC)C=CC=C1F (2-[5-Chloro-2-(5,5-dimethyl-2-oxo-2,3,4,5-tetrahydro-1H-benzo[b]azepin-8-ylamino)-pyrimidin-4-ylamino]-3-fluoro-N-methyl-benzamide). As a reaction SMILES: [NH2:1][C:2]1[CH:3]=[CH:4][C:5]2[C:11]([CH3:13])([CH3:12])[CH2:10][CH2:9][C:8](=[O:14])[NH:7][C:6]=2[CH:15]=1.Cl[C:17]1[N:22]=[C:21]([NH:23][C:24]2[C:33]([F:34])=[CH:32][CH:31]=[CH:30][C:25]=2[C:26]([NH:28][CH3:29])=[O:27])[C:20]([Cl:35])=[CH:19][N:18]=1>>[Cl:35][C:20]1[C:21]([NH:23][C:24]2[C:33]([F:34])=[CH:32][CH:31]=[CH:30][C:25]=2[C:26]([NH:28][CH3:29])=[O:27])=[N:22][C:17]([NH:1][C:2]2[CH:3]=[CH:4][C:5]3[C:11]([CH3:12])([CH3:13])[CH2:10][CH2:9][C:8](=[O:14])[NH:7][C:6]=3[CH:15]=2)=[N:18][CH:19]=1. Reported procedure: The title compound was prepared in an analogous manner to the preparation of example 381 by combining 8-Amino-5,5-dimethyl-1,3,4,5-tetrahydro-benzo[b]azepin-2-one and 2-(2,5-Dichloro-pyrimidin-4-ylamino)-3-fluoro-N-methyl-benzamide (48%). LCMS: m/z=483.24 (M+H+), 1H NMR (400 MHz, CDCl3) δ 8.96 (s, 1H), 8.08 (s, 1H), 8.01 (m, 2H), 7.45 (s, 1H), 7.33 (m, 3H), 7.23 (d, 1H, J=8.6 Hz), 6.92 (d, 1H, J=8.6 Hz), 6.57 (m, 1H), 2.93 (d, 3H, J=4.8 Hz), 2.37 (m, 2H), 2.07 (m, 2H), 1.35 (s, 6H). Starting materials: O=C1C(OC2=C(CC1)C=CC=C2)C(=O)OC (methyl 3-oxo-2,3,4,5-tetrahydro-1-benzoxepin-2-carboxylate), BrCCCCl (1-bromo-3-chloropropane), [I-].[K+] (potassium iodide), C([O-])([O-])=O.[K+].[K+] (potassium carbonate). Solvent: C(C)#N (acetonitrile). Yields the product ClCCCC1(OC2=C(CCC1=O)C=CC=C2)C(=O)OC (methyl 2-(3-chloropropyl)-3-oxo-2,3,4,5-tetrahydro-1-benzoxepin-2-carboxylate). Yield: 81.6%. As a reaction SMILES: [O:1]=[C:2]1[CH2:8][CH2:7][C:6]2[CH:9]=[CH:10][CH:11]=[CH:12][C:5]=2[O:4][CH:3]1[C:13]([O:15][CH3:16])=[O:14].Br[CH2:18][CH2:19][CH2:20][Cl:21].[I-].[K+].C(=O)([O-])[O-].[K+].[K+]>C(#N)C>[Cl:21][CH2:20][CH2:19][CH2:18][C:3]1([C:13]([O:15][CH3:16])=[O:14])[C:2](=[O:1])[CH2:8][CH2:7][C:6]2[CH:9]=[CH:10][CH:11]=[CH:12][C:5]=2[O:4]1 |f:2.3,4.5.6|. Reported procedure: A mixture of 5.0 g of methyl 3-oxo-2,3,4,5-tetrahydro-1-benzoxepin-2-carboxylate, 7.1 g of 1-bromo-3-chloropropane, 1.5 g of potassium iodide, 6.3 g of potassium carbonate and 60 ml of acetonitrile is heated under refluxing for 4 hours. After cooling, the inorganic substances are filtered off and the filtrate is concentrated under reduced pressure. The residue is treated with water and then extracted with ethyl acetate. The organic layer is washed with water, dried, and evaporated under reduced ... Starting materials: O (water), C(C1=CC=CC=C1)OC1=CC=C(N)C=C1 (4-(benzyloxy)aniline), CCN(C(C)C)C(C)C (DIEA), FC1=NC=CC(=C1C(=O)OC)C(F)(F)F (methyl 2-fluoro-4-(trifluoromethyl)pyridine-3-carboxylate). The solvent is CN1CCCC1=O (NMP). Run at temperature 200 celsius, time 1 hour. Product: C(C1=CC=CC=C1)OC1=CC=C(C=C1)NC1=NC=CC(=C1C(=O)OC)C(F)(F)F (methyl 2-{[4-(benzyloxy)phenyl]amino}-4-(trifluoromethyl)pyridine-3-carboxylate). The yield is 11.0%. Reaction SMILES: [CH2:1]([O:8][C:9]1[CH:15]=[CH:14][C:12]([NH2:13])=[CH:11][CH:10]=1)[C:2]1[CH:7]=[CH:6][CH:5]=[CH:4][CH:3]=1.CCN(C(C)C)C(C)C.F[C:26]1[C:31]([C:32]([O:34][CH3:35])=[O:33])=[C:30]([C:36]([F:39])([F:38])[F:37])[CH:29]=[CH:28][N:27]=1.O>CN1C(=O)CCC1>[CH2:1]([O:8][C:9]1[CH:10]=[CH:11][C:12]([NH:13][C:26]2[C:31]([C:32]([O:34][CH3:35])=[O:33])=[C:30]([C:36]([F:37])([F:38])[F:39])[CH:29]=[CH:28][N:27]=2)=[CH:14][CH:15]=1)[C:2]1[CH:3]=[CH:4][CH:5]=[CH:6][CH:7]=1. Procedure details: A mixture of 4-(benzyloxy)aniline (1010 mg), DIEA (1.771 mL) and methyl 2-fluoro-4-(trifluoromethyl)pyridine-3-carboxylate (1130 mg) in NMP (10 mL) was stirred at 150° C. for 2 h and at 200° C. for 1 h under microwave irradiation. The mixture was poured into water, and the mixture was extracted with EtOAc. The organic layer was separated, washed with water and brine, dried over Na2SO4 and concentrated in vacuo. The residue was purified by column chromatography (silica gel, EtOAc/hexane) to give ... Reactants: Cn1cc(S(=O)(=O)Cl)c(C(F)(F)F)n1, COc1ccc(S(=O)(=O)NCc2ccc(-c3cc(F)ccc3OC)c(OC)c2)cc1. The product is COc1cc(CNS(=O)(=O)c2cn(C)nc2C(F)(F)F)ccc1-c1cc(F)ccc1OC. As a reaction SMILES: [CH3:31][n:32]1[n:33][c:34]([C:41]([F:42])([F:43])[F:44])[c:35]([S:37](=[O:38])(=[O:39])[Cl:40])[cH:36]1.[F:1][c:2]1[cH:3][cH:4][c:5]([O:29][CH3:30])[c:6](-[c:8]2[c:9]([O:27][CH3:28])[cH:10][c:11]([CH2:14][NH:15][S:16]([c:17]3[cH:18][cH:19][c:20]([O:21][CH3:22])[cH:23][cH:24]3)(=[O:25])=[O:26])[cH:12][cH:13]2)[cH:7]1>>[F:1][c:2]1[cH:3][cH:4][c:5]([O:29][CH3:30])[c:6](-[c:8]2[c:9]([O:27][CH3:28])[cH:10][c:11]([CH2:14][NH:15][S:37]([c:35]3[c:34]([C:41]([F:42])([F:43])[F:44])[n:33][n:32]([CH3:31])[cH:36]3)(=[O:38])=[O:39])[cH:12][cH:13]2)[cH:7]1. The reactants are C(CC(O)(C(=O)O)CC(=O)O)(=O)O (citric acid), C(C)N(S(=O)(=O)C=1SC=CC1)C=1C=C(C(=C2C=C(NC12)C=1SC(=CN1)C=O)C)C (N-ethyl-N-[2-(5-formyl-1,3-thiazol-2-yl)-4,5-dimethyl-1H-indol-7-yl]thiophene-2-sulfonamide), CO (methanol), [BH4-].[Na+] (sodium borohydride). The solvent is O1CCCC1 (tetrahydrofuran). Reaction conditions: time 2 hour. The product is C(C)N(S(=O)(=O)C=1SC=CC1)C=1C=C(C(=C2C=C(NC12)C=1SC(=CN1)CO)C)C (N-Ethyl-N-{2-[5-(hydroxymethyl)-1,3-thiazol-2-yl]-4,5-dimethyl-1H-indol-7-yl}thiophene-2-sulfonamide). Isolated yield 98.4%. RXN SMILES: [CH2:1]([N:3]([C:12]1[CH:13]=[C:14]([CH3:29])[C:15]([CH3:28])=[C:16]2[C:20]=1[NH:19][C:18]([C:21]1[S:22][C:23]([CH:26]=[O:27])=[CH:24][N:25]=1)=[CH:17]2)[S:4]([C:7]1[S:8][CH:9]=[CH:10][CH:11]=1)(=[O:6])=[O:5])[CH3:2].CO.[BH4-].[Na+].C(O)(=O)CC(CC(O)=O)(C(O)=O)O>O1CCCC1>[CH2:1]([N:3]([C:12]1[CH:13]=[C:14]([CH3:29])[C:15]([CH3:28])=[C:16]2[C:20]=1[NH:19][C:18]([C:21]1[S:22][C:23]([CH2:26][OH:27])=[CH:24][N:25]=1)=[CH:17]2)[S:4]([C:7]1[S:8][CH:9]=[CH:10][CH:11]=1)(=[O:5])=[O:6])[CH3:2] |f:2.3|. Procedure details: A mixed solution of N-ethyl-N-[2-(5-formyl-1,3-thiazol-2-yl)-4,5-dimethyl-1H-indol-7-yl]thiophene-2-sulfonamide (85 mg), methanol (10 mL) and tetrahydrofuran (15 mL) was added sodium borohydride (10 mg) under ice-cooling, and the mixture was stirred at the same temperature for 2 hr. Aqueous citric acid solution was added to the reaction mixture, and the organic solvent was evaporated under reduced pressure. The obtained mixture was extracted with ethyl acetate, washed with saturated brine, dried... Reactants: C(#N)C1=CC(NC(N1NC1=C(C=CC=C1C)C)=O)=O (6-cyano-1-(2,6-dimethylanilino)-2,4-pyrimidinedione), [OH-].[Na+] (sodium hydroxide), ClC(SCl)(Cl)Cl (trichloromethylsulfenyl chloride). Solvent: C(Cl)Cl (methylene chloride). The product is C(#N)C1=CC(N(C(N1NC1=C(C=CC=C1C)C)=O)SC(Cl)(Cl)Cl)=O (6-cyano-1-(2,6-dimethylanilino)-3-trichloromethylthio-2,4-pyrimidinedione), C(#N)C1=CC(NC(N1N(C1=C(C=CC=C1C)C)SC(Cl)(Cl)Cl)=O)=O (6-cyano-1-(2,6-dimethyl-N-trichloromethylthioanilino)-2,4-pyrimidinedione). RXN SMILES: [C:1]([C:3]1[N:8]([NH:9][C:10]2[C:15]([CH3:16])=[CH:14][CH:13]=[CH:12][C:11]=2[CH3:17])[C:7](=[O:18])[NH:6][C:5](=[O:19])[CH:4]=1)#[N:2].[OH-].[Na+].[Cl:22][C:23]([Cl:27])([Cl:26])[S:24]Cl>C(Cl)Cl>[C:1]([C:3]1[N:8]([NH:9][C:10]2[C:15]([CH3:16])=[CH:14][CH:13]=[CH:12][C:11]=2[CH3:17])[C:7](=[O:18])[N:6]([S:24][C:23]([Cl:27])([Cl:26])[Cl:22])[C:5](=[O:19])[CH:4]=1)#[N:2].[C:1]([C:3]1[N:8]([N:9]([S:24][C:23]([Cl:27])([Cl:26])[Cl:22])[C:10]2[C:15]([CH3:16])=[CH:14][CH:13]=[CH:12][C:11]=2[CH3:17])[C:7](=[O:18])[NH:6][C:5](=[O:19])[CH:4]=1)#[N:2] |f:1.2|. Procedure details: To a mixture of 6-cyano-1-(2,6-dimethylanilino)-2,4-pyrimidinedione (50 mmol) and aqueous sodium hydroxide (50 mmol) is added 55 mmol of trichloromethylsulfenyl chloride in methylene chloride at 5° and with rapid stirring. When the pH of the mixture is 7-8, the reaction is complete. The layers are separated and the aqueous phase is discarded. The methylene chloride is removed, followed by washing with water and drying to yield a mixture of two crude products. Separation by chromatography on sili... The reactants are FC1=CC=C(C=O)C=C1 (4-fluoro-benzaldehyde), C(C)(C)(C)[Si](OCC1=CC=NC=C1)(C)C (4-(t-butyldimethyl-silyloxy)methyl pyridine), C(C)(C)[N-]C(C)C.[Li+] (lithium di-iso-propyl amide), C1CCOC1 (THF), C1CCOC1 (THF). The product is FC1=CC=C(C=C1)C(CC1=CC=NC=C1)(O)O (1-(4-fluorophenyl)-2-(4-pyridyl)-ethanediol). Yield: 62.0%. As a reaction SMILES: C([Si](C)(C)O[CH2:7][C:8]1[CH:13]=[CH:12][N:11]=[CH:10][CH:9]=1)(C)(C)C.C([N-]C(C)C)(C)C.[Li+].[F:24][C:25]1[CH:32]=[CH:31][C:28]([CH:29]=[O:30])=[CH:27][CH:26]=1.C1C[O:36]CC1>>[F:24][C:25]1[CH:32]=[CH:31][C:28]([C:29]([OH:36])([OH:30])[CH2:7][C:8]2[CH:9]=[CH:10][N:11]=[CH:12][CH:13]=2)=[CH:27][CH:26]=1 |f:1.2|. Procedure details: To a stirring solution of 2.0 g (11.2 mmol) 4-(t-butyldimethyl-silyloxy)methyl pyridine in 8 ml of THF at −20° C. was added 14.7 mmol of lithium di-iso-propyl amide in THF. Thirty minutes later 4-fluoro-benzaldehyde (1.66 g, 13.4 mmol) was added at which point the solution was allowed to warm slowly to rt. The reaction was quenched with NH4Cl and extracted with ether to afford the crude protected diol which following concentration was dissolved in THF and treated with 17 ml of a 1 molar solution...